Dataset: the Open Reaction Database (ORD), a public repository of structured organic reaction records. Task: describe an organic reaction: reactants, conditions, products, and yield The reactants are C(C)(C)(C)OC(=O)N[C@H]1COCC[C@H]1NC1=C(C2=C(C(=N1)C=1C=NN3C1C=C(C=C3)C)C(N(C2)C(=O)OC(C)(C)C)=O)F (tert-butyl 6-(((3R,4R)-3-((tert-butoxycarbonyl)amino)tetrahydro-2H-pyran-4-yl)amino)-7-fluoro-4-(5-methylpyrazolo[1,5-a]pyridin-3-yl)-3-oxo-1H-pyrrolo[3,4-c]pyridine-2(3H)-carboxylate), Cl (HCl). Run in C(C)(C)O (isopropanol). Reaction conditions: temperature 65 celsius, time 8 hour. Yields the product Cl (HCl), N[C@H]1COCC[C@H]1NC1=C(C2=C(C(=N1)C=1C=NN3C1C=C(C=C3)C)C(NC2)=O)F (6-(((3R,4R)-3-Aminotetrahydro-2H-pyran-4-yl)amino)-7-fluoro-4-(5-methylpyrazolo[1,5-a]pyridin-3-yl)-1H-pyrrolo[3,4-c]pyridin-3(2H)-one). Yield: 100.9%. RXN SMILES: C(OC([NH:8][C@@H:9]1[C@H:14]([NH:15][C:16]2[N:21]=[C:20]([C:22]3[CH:23]=[N:24][N:25]4[CH:30]=[CH:29][C:28]([CH3:31])=[CH:27][C:26]=34)[C:19]3[C:32](=[O:42])[N:33](C(OC(C)(C)C)=O)[CH2:34][C:18]=3[C:17]=2[F:43])[CH2:13][CH2:12][O:11][CH2:10]1)=O)(C)(C)C.[ClH:44]>C(O)(C)C>[ClH:44].[NH2:8][C@@H:9]1[C@H:14]([NH:15][C:16]2[N:21]=[C:20]([C:22]3[CH:23]=[N:24][N:25]4[CH:30]=[CH:29][C:28]([CH3:31])=[CH:27][C:26]=34)[C:19]3[C:32](=[O:42])[NH:33][CH2:34][C:18]=3[C:17]=2[F:43])[CH2:13][CH2:12][O:11][CH2:10]1. Reported procedure: To a solution of tert-butyl 6-(((3R,4R)-3-((tert-butoxycarbonyl)amino)tetrahydro-2H-pyran-4-yl)amino)-7-fluoro-4-(5-methylpyrazolo[1,5-a]pyridin-3-yl)-3-oxo-1H-pyrrolo[3,4-c]pyridine-2(3H)-carboxylate (45 mg, 0.075 mmol) in isopropanol (5 mL) at 65° C. was added concentrated HCl (0.268 mL, 3.21 mmol) dropwise. The reaction mixture was stirred at 65° C. overnight and then slowly cooled. The solids were filtered and dried to give an HCl salt of the title compound as a pale yellow solid (30 mg, 92%... The reactants are COC(CC1C(N(C2=CC(=CC=C12)Cl)C(=O)OCC)C(=O)C1=NC=CC(=C1)C)=O (methyl[6-chloro-1-ethoxycarbonyl-2-(4-methylpyridine-2-carbonyl)indolin-3-yl]acetate), Cl (HCl). Run in C(C)O (ethanol), [OH-].[Na+] (NaOH). Product: ClC1=CC=C2C(=C(NC2=C1)C(=O)C1=NC=CC(=C1)C)CC(=O)O ([6-Chloro-2-(4-methylpyridine-2-Carbonyl)-1H-indol-3-yl]acetic Acid). Isolated yield 16.6%. RXN SMILES: C[O:2][C:3](=[O:29])[CH2:4][CH:5]1[C:13]2[C:8](=[CH:9][C:10]([Cl:14])=[CH:11][CH:12]=2)[N:7](C(OCC)=O)[CH:6]1[C:20]([C:22]1[CH:27]=[C:26]([CH3:28])[CH:25]=[CH:24][N:23]=1)=[O:21].Cl>C(O)C.[OH-].[Na+]>[Cl:14][C:10]1[CH:9]=[C:8]2[C:13]([C:5]([CH2:4][C:3]([OH:29])=[O:2])=[C:6]([C:20]([C:22]3[CH:27]=[C:26]([CH3:28])[CH:25]=[CH:24][N:23]=3)=[O:21])[NH:7]2)=[CH:12][CH:11]=1 |f:3.4|. Procedure: A stirred solution of methyl[6-chloro-1-ethoxycarbonyl-2-(4-methylpyridine-2-carbonyl)indolin-3-yl]acetate (step 2, 930 mg, 2.2 mmol) in ethanol (20 ml) and 2N aqueous NaOH (10 ml) was heated at reflux temperature for 72 h. After cooling to room temperature, the resulting mixture was neutralized with 2N aqueous HCl (10 ml) and concentrated. The residue was diluted in dichloromethane/mehanol (10:1, 300 ml) and dried (MgSO4). After removal of solvent, the crude product was purified by flash column... Starting materials: C(C1=CC(=CC=C1)OC)=O (m-anisaldehyde), C(#N)CC(=O)O (cyanoacetic acid), N1CCCCC1 (piperidine). Run in N1=CC=CC=C1 (pyridine). The product is COC=1C=C(C=CC1)C(CC#N)CC#N (3-(3-methoxyphenyl)glutaronitrile). Reaction SMILES: [CH:1](=O)[C:2]1[CH:7]=[CH:6][CH:5]=[C:4]([O:8][CH3:9])[CH:3]=1.[C:11]([CH2:13]C(O)=O)#[N:12].[NH:17]1CCC[CH2:19][CH2:18]1>N1C=CC=CC=1>[CH3:9][O:8][C:4]1[CH:3]=[C:2]([CH:1]([CH2:13][C:11]#[N:12])[CH2:19][C:18]#[N:17])[CH:7]=[CH:6][CH:5]=1. Procedure: A solution consisting of 25 g of m-anisaldehyde, 47 g of cyanoacetic acid and 3 ml of piperidine in 120 ml of pyridine is placed in a suitable reaction vessel and kept in a 110° oil-bath for 22 hours. Most of the solvent is removed under reduced pressure and the remaining oil is dissolved in about 400 ml of toluene. The solution is washed sequentially with equal volumes of water, 10% hydrochloric acid and saturated sodium bicarbonate. The washed solution is then concentrated under vacuum and the... Starting materials: C(C)C1(C(CCCC1)CC)SCCCCCC (n-hexyl 1,2-diethylcyclohexyl sulphide), OO (hydrogen peroxide), [OH-].[Na+] (sodium hydroxide). The solvent is C(C)(=O)O (acetic acid). Reaction conditions: time 20 hour. The product is C(C)C1(C(CCCC1)CC)S(=O)CCCCCC (n-Hexyl 1,2-diethylcyclohexyl sulphoxide). As a reaction SMILES: [CH2:1]([C:3]1([S:11][CH2:12][CH2:13][CH2:14][CH2:15][CH2:16][CH3:17])[CH2:8][CH2:7][CH2:6][CH2:5][CH:4]1[CH2:9][CH3:10])[CH3:2].[OH:18]O.[OH-].[Na+]>C(O)(=O)C>[CH2:1]([C:3]1([S:11]([CH2:12][CH2:13][CH2:14][CH2:15][CH2:16][CH3:17])=[O:18])[CH2:8][CH2:7][CH2:6][CH2:5][CH:4]1[CH2:9][CH3:10])[CH3:2] |f:2.3|. Procedure details: A mixture of n-hexyl 1,2-diethylcyclohexyl sulphide (6.5 g., 25 mmoles), glacial acetic acid (50 ml.) and hydrogen peroxide (2.7 ml. of 100 vols.) was stirred at room temperature for 20 hours. The mixture was poured into an excess of 2N sodium hydroxide and extracted with methylene chloride. The extract was washed with water and dried (MgSO4). The solvent was removed and the residual oil (6 g.) was eluted with chloroform from a silica column (Merck Kieselgel 7734). n-Hexyl 1,2-diethylcyclohexyl ... The reactants are [Mg+]Cc1ccccc1, CCOCC, [Cl-], [Cl-], Nc1ccc(C(=O)c2ccccc2)cc1, [NH4+]. The product is Nc1ccc(C(O)(Cc2ccccc2)c2ccccc2)cc1. RXN SMILES: [CH2:17]([c:18]1[cH:19][cH:20][cH:21][cH:22][cH:23]1)[Mg+:24].[CH3:27][CH2:28][O:29][CH2:30][CH3:31].[Cl-:16].[Cl-:25].[NH2:1][c:2]1[cH:3][cH:4][c:5]([C:6](=[O:7])[c:8]2[cH:9][cH:10][cH:11][cH:12][cH:13]2)[cH:14][cH:15]1.[NH4+:26]>>[NH2:1][c:2]1[cH:3][cH:4][c:5]([C:6]([OH:7])([c:8]2[cH:9][cH:10][cH:11][cH:12][cH:13]2)[CH2:17][c:18]2[cH:19][cH:20][cH:21][cH:22][cH:23]2)[cH:14][cH:15]1. Starting materials: [N+](=O)([O-])C1=CC=C(COC(=O)N=CN2[C@H](CN(CC2)C(=O)[C@H]2N(C[C@H](C2)SC=2[C@@H]([C@H]3N(C2C(=O)OCC2=CC=C(C=C2)[N+](=O)[O-])C([C@@H]3[C@@H](C)O)=O)C)C(=O)OCC3=CC=C(C=C3)[N+](=O)[O-])C)C=C1 (4-nitrobenzyl (1R,5S,6S)-2-{(2S,4S)-2-[(3S)-4-(N-4-nitrobenzyloxycarbonylformimidoyl)-3-methylpiperazin-1-ylcarbonyl]-1-(4-nitrobenzyloxycarbonyl)pyrrolidin-4-ylthio}-6-[(1R)-1-hydroxyethyl]-1-methyl-1-carbapen-2-em-3-carboxylate). Run in O1CCCC1 (tetrahydrofuran), O (water). Yields the product C(=N)N1[C@H](CN(CC1)C(=O)[C@H]1NC[C@H](C1)SC=1[C@@H]([C@H]2N(C1C(=O)O)C([C@@H]2[C@@H](C)O)=O)C)C ((1R,5S,6S)-2-{(2S,4S)-2-[(3S)-4-Formimidoyl-3-methylpiperazin-1-ylcarbonyl]pyrrolidin-4-ylthio}-6-[(1R)-1-hydroxyethyl]-1-methyl-1-carbapen-2-em-3-carboxylic acid). The yield is 37.9%. RXN SMILES: [N+](C1C=CC(COC([N:12]=[CH:13][N:14]2[CH2:19][CH2:18][N:17]([C:20]([C@@H:22]3[CH2:26][C@H:25]([S:27][C:28]4[C@H:29]([CH3:52])[C@@H:30]5[C@@H:47]([C@H:48]([OH:50])[CH3:49])[C:46](=[O:51])[N:31]5[C:32]=4[C:33]([O:35]CC4C=CC([N+]([O-])=O)=CC=4)=[O:34])[CH2:24][N:23]3C(OCC3C=CC([N+]([O-])=O)=CC=3)=O)=[O:21])[CH2:16][C@@H:15]2[CH3:66])=O)=CC=1)([O-])=O>O1CCCC1.O>[CH:13]([N:14]1[CH2:19][CH2:18][N:17]([C:20]([C@@H:22]2[CH2:26][C@H:25]([S:27][C:28]3[C@H:29]([CH3:52])[C@@H:30]4[C@@H:47]([C@H:48]([OH:50])[CH3:49])[C:46](=[O:51])[N:31]4[C:32]=3[C:33]([OH:35])=[O:34])[CH2:24][NH:23]2)=[O:21])[CH2:16][C@@H:15]1[CH3:66])=[NH:12]. Procedure: 87 mg of 4-nitrobenzyl (1R,5S,6S)-2-{(2S,4S)-2-[(3S)-4-(N-4-nitrobenzyloxycarbonylformimidoyl)-3-methylpiperazin-1-ylcarbonyl]-1-(4-nitrobenzyloxycarbonyl)pyrrolidin-4-ylthio}-6-[(1R)-1-hydroxyethyl]-1-methyl-1-carbapen-2-em-3-carboxylate [prepared as described in step (a) above] were dissolved in 4.5 ml of a 2:1 by volume mixture of tetrahydrofuran and water, and were hydrogenated by bubbling hydrogen through the solution at room temperature for 2 hours in the presence of 220 mg of 10% w/w pall... Starting materials: C(=O)(OC(C)(C)C)N1[C@@H](CCCC1)CCO ((S)—N-Boc-piperidine-2-ethanol), C=1C=CC(=CC1)CC=2C=CC(=CC2)O (4-hydroxydiphenylmethane), C1(=CC=CC=C1)P(C1=CC=CC=C1)C1=CC=CC=C1 (triphenylphosphine), N(=NC(=O)OC(C)C)C(=O)OC(C)C (diisopropyl azodicarboxylate). Run in O1CCCC1 (tetrahydrofuran). Conditions: time 20 hour. The product is C(C)(C)(C)OC(=O)N1[C@@H](CCCC1)CCOC1=CC=C(C=C1)CC1=CC=CC=C1 ((S)-2-[(4-Benzylphenoxy)ethyl]-piperidine-1-carboxylic acid tert-butyl ester), oil. Yield: 70.0%. RXN SMILES: [C:1]([N:8]1[CH2:13][CH2:12][CH2:11][CH2:10][C@H:9]1[CH2:14][CH2:15][OH:16])([O:3][C:4]([CH3:7])([CH3:6])[CH3:5])=[O:2].[CH:17]1[CH:18]=[CH:19][C:20]([CH2:23][C:24]2[CH:25]=[CH:26][C:27](O)=[CH:28][CH:29]=2)=[CH:21][CH:22]=1.C1(P(C2C=CC=CC=2)C2C=CC=CC=2)C=CC=CC=1.N(C(OC(C)C)=O)=NC(OC(C)C)=O>O1CCCC1>[C:4]([O:3][C:1]([N:8]1[CH2:13][CH2:12][CH2:11][CH2:10][C@H:9]1[CH2:14][CH2:15][O:16][C:27]1[CH:26]=[CH:25][C:24]([CH2:23][C:20]2[CH:21]=[CH:22][CH:17]=[CH:18][CH:19]=2)=[CH:29][CH:28]=1)=[O:2])([CH3:7])([CH3:6])[CH3:5]. Procedure: To a solution of (S)—N-Boc-piperidine-2-ethanol (1.00 g, 4.36 mmol), 4-hydroxydiphenylmethane (0.884 g, 4.79 mmol), and triphenylphosphine (1.26 g, 4.80 mmol) in anhydrous tetrahydrofuran (40 mL) at 0° C. under an atmosphere of nitrogen was added diisopropyl azodicarboxylate (0.92 ml, 4.80 mmol), and the resulting mixture was stirred at ambient temperature for about 20 h. The clear, yellow solution was concentrated in vacuo. The crude liquid was purified by silica gel flash chromatography to obt... Reactants: ClC1=NC=CC(=N1)Cl (2,4-dichloropyrimidine), N1C(CCC1)=O (pyrrolidin-2-one), C([O-])([O-])=O.[Cs+].[Cs+] (cesium carbonate), C1(=CC=CC=C1)P(C1=C(C2=CC=CC=C2C=C1)C1=C(C=CC2=CC=CC=C12)P(C1=CC=CC=C1)C1=CC=CC=C1)C1=CC=CC=C1 (2,2′-bis(diphenylphosphino)-1,1′-binaphthyl). Reagents/catalysts: C=1C=CC(=CC1)/C=C/C(=O)/C=C/C2=CC=CC=C2.C=1C=CC(=CC1)/C=C/C(=O)/C=C/C2=CC=CC=C2.C=1C=CC(=CC1)/C=C/C(=O)/C=C/C2=CC=CC=C2.[Pd].[Pd] (tris(dibenzylideneacetone)dipalladium(0)). Run in C1(=CC=CC=C1)C (toluene). Reaction conditions: temperature 110 celsius, time 1.5 hour. Product: ClC1=NC=CC(=N1)N1C(CCC1)=O (1-(2-chloropyrimidin-4-yl)pyrrolidin-2-one). The yield is 15.9%. RXN SMILES: [Cl:1][C:2]1[N:7]=[C:6](Cl)[CH:5]=[CH:4][N:3]=1.[NH:9]1[CH2:13][CH2:12][CH2:11][C:10]1=[O:14].C(=O)([O-])[O-].[Cs+].[Cs+].C1(P(C2C=CC=CC=2)C2C=CC3C(=CC=CC=3)C=2C2C3C(=CC=CC=3)C=CC=2P(C2C=CC=CC=2)C2C=CC=CC=2)C=CC=CC=1>C1(C)C=CC=CC=1.C1C=CC(/C=C/C(/C=C/C2C=CC=CC=2)=O)=CC=1.C1C=CC(/C=C/C(/C=C/C2C=CC=CC=2)=O)=CC=1.C1C=CC(/C=C/C(/C=C/C2C=CC=CC=2)=O)=CC=1.[Pd].[Pd]>[Cl:1][C:2]1[N:7]=[C:6]([N:9]2[CH2:13][CH2:12][CH2:11][C:10]2=[O:14])[CH:5]=[CH:4][N:3]=1 |f:2.3.4,7.8.9.10.11|. Procedure: To a mixture of 2,4-dichloropyrimidine (2.6 g), pyrrolidin-2-one (1.0 g), cesium carbonate (11 g) and 2,2′-bis(diphenylphosphino)-1,1′-binaphthyl (370 mg) in toluene (10 mL) was added tris(dibenzylideneacetone)dipalladium(0) (540 mg), and the mixture was stirred in a microwave reactor at 110° C. for 1.5 hr. The insoluble substance was removed by filtration through Celite, and the solvent was evaporated under reduced pressure. The residue was purified by silica gel column chromatography (hexane/e... The reactants are BrCC(=O)Br (bromoacetyl bromide), C(C)OC(CCNC(C1=C(C=CC(=C1)OCC1=CC=C(C=C1)C#N)N)=O)=O (N-(5-(4-cyanobenzyloxy)-2-aminobenzoyl)-β-alanine ethyl ester). Run in C(Cl)Cl (methylene chloride), C(Cl)Cl (methylene chloride), O (water). Reaction SMILES: [Br:1][CH2:2][C:3](Br)=[O:4].[CH2:6]([O:8][C:9](=[O:32])[CH2:10][CH2:11][NH:12][C:13](=[O:31])[C:14]1[CH:19]=[C:18]([O:20][CH2:21][C:22]2[CH:27]=[CH:26][C:25]([C:28]#[N:29])=[CH:24][CH:23]=2)[CH:17]=[CH:16][C:15]=1[NH2:30])[CH3:7]>C(Cl)Cl.O>[CH2:6]([O:8][C:9](=[O:32])[CH2:10][CH2:11][NH:12][C:13](=[O:31])[C:14]1[CH:19]=[C:18]([O:20][CH2:21][C:22]2[CH:23]=[CH:24][C:25]([C:28]#[N:29])=[CH:26][CH:27]=2)[CH:17]=[CH:16][C:15]=1[NH:30][C:3](=[O:4])[CH2:2][Br:1])[CH3:7]. Yields the product C(C)OC(CCNC(C1=C(C=CC(=C1)OCC1=CC=C(C=C1)C#N)NC(CBr)=O)=O)=O (N-(5-(4-cyanobenzyloxy)-2-(bromoacetyl)aminobenzoyl)-β-alanine ethyl ester). Reaction conditions: time 0.5 hour. Procedure: A solution of 1.44 g (7.15 mmol, 1.1 eq.) bromoacetyl bromide in 10 mL of methylene chloride was added over 10 mins. to a stirred biphasic solution of 2.38 g (6.5 mmol, 1.0 eq.) of N-(5-(4-cyanobenzyloxy)-2-aminobenzoyl)-β-alanine ethyl ester in 100 ml of methylene chloride and 30 mL of water cooled to 0° C. The reaction was complete in 1/2 hr. (TLC, 96 CH2Cl2 :4 MeOH, product Rf =0.71) and was partitioned between dilute aqueous sodium bicarbonate and methylene chloride. The organic phase was dr...